Dataset: the Open Reaction Database (ORD), a public repository of structured organic reaction records. Task: describe an organic reaction: reactants, conditions, products, and yield The reactants are C1(CCCO1)=O (γ-butyrolactone), C1(=CC=C(C=C1)S(=O)(=O)Cl)C (p-toluenesulphonyl chloride), ice water, [H-].[K+] (potassium hydride), NC=1C=CC=C2C=CC=NC12 (8-aminoquinoline). The solvent is O1CCCC1 (tetrahydrofuran), O1CCCC1 (tetrahydrofuran), CN(P(N(C)C)(N(C)C)=O)C (hexamethylphosphoric triamide), O1CCCC1 (tetrahydrofuran), O1CCCC1 (tetrahydrofuran). Product: N1=CC=CC2=CC=CC(=C12)N1C(CCC1)=O (1-(8-quinolyl)-2-pyrrolidinone). Yield: 5.4%. RXN SMILES: [H-].[K+].[NH2:3][C:4]1[CH:5]=[CH:6][CH:7]=[C:8]2[C:13]=1[N:12]=[CH:11][CH:10]=[CH:9]2.[C:14]1(=O)[O:18][CH2:17][CH2:16][CH2:15]1.C1(C)C=CC(S(Cl)(=O)=O)=CC=1>O1CCCC1.CN(C)P(=O)(N(C)C)N(C)C>[N:12]1[C:13]2[C:8](=[CH:7][CH:6]=[CH:5][C:4]=2[N:3]2[CH2:14][CH2:15][CH2:16][C:17]2=[O:18])[CH:9]=[CH:10][CH:11]=1 |f:0.1|. Procedure details: Potassium hydride in oil was washed with dry pentane (in a dry nitrogen atmosphere) leaving 2.5 g (0.062 mole) of potassium hydride which was covered with dry tetrahydrofuran (25 ml). To the slurry of potassium hydride (at room temperature) was added dropwise a solution of 8-aminoquinoline (5 g, 0.035 mole) in dry tetrahydrofuran (25 ml), with stirring, followed by addition of dry hexamethylphosphoric triamide (25 ml). After stirring for 1 hour at room temperature, the reaction was cooled in an ... Yields the product C(OCC)(OC(C)Cl)=O (ethyl α-chloroethyl carbonate). Reported procedure: Into the same flask as used in Example 1, 236.6 grams (2 moles) of pure diethylcarbonate were added, and then 2.6 moles of chlorine gas were introduced into the flask over a five hour period at a range of 50° C. to 52° C. under the irradiation of ultraviolet rays. When the reaction was completed, the unreacted diethylcarbonate was removed by subjecting it to fractional distillation to yield 131 grams of ethyl α-chloroethyl carbonate. B.P.: 160°-163° C.; Yield: 59.8% to the consumed diethylcarbon... Reaction SMILES: [CH2:1]([O:3][C:4](=[O:8])[O:5][CH2:6][CH3:7])[CH3:2].[Cl:9]Cl>>[C:4](=[O:8])([O:5][CH:6]([Cl:9])[CH3:7])[O:3][CH2:1][CH3:2]. The reactants are C(C)OC(OCC)=O (diethylcarbonate), ClCl (chlorine). Isolated yield 42.9%. The reactants are CCOC(=O)C(Sc1ccc(OC)cc1)C(C)C, CO, [Na+], [OH-]. Product: COc1ccc(SC(C(=O)O)C(C)C)cc1. Reaction SMILES: [CH2:1]([CH3:2])[O:3][C:4]([CH:5]([CH:6]([CH3:7])[CH3:8])[S:9][c:10]1[cH:11][cH:12][c:13]([O:16][CH3:17])[cH:14][cH:15]1)=[O:18].[CH3:19][OH:20].[Na+:22].[OH-:21]>>[O:3]=[C:4]([CH:5]([CH:6]([CH3:7])[CH3:8])[S:9][c:10]1[cH:11][cH:12][c:13]([O:16][CH3:17])[cH:14][cH:15]1)[OH:18].